Dataset: the Open Reaction Database (ORD), a public repository of structured organic reaction records. Task: describe an organic reaction: reactants, conditions, products, and yield Starting materials: CCc1ccc(Br)cc1, ClCC1CO1, Cl, [Mg], O. The product is CCc1ccc(CC2CO2)cc1. RXN SMILES: [Br:2][c:3]1[cH:4][cH:5][c:6]([CH2:9][CH3:10])[cH:7][cH:8]1.[Cl:11][CH2:12][CH:13]1[CH2:14][O:15]1.[ClH:16].[Mg:1].[OH2:17]>>[c:3]1([CH2:12][CH:13]2[CH2:14][O:15]2)[cH:4][cH:5][c:6]([CH2:9][CH3:10])[cH:7][cH:8]1.